This data is from the Open Reaction Database (ORD), a public repository of structured organic reaction records. The task is: describe an organic reaction: reactants, conditions, products, and yield Reactants: COC1=NC(=NC(=N1)NC1CCNCC1)NCCO (2-[4-methoxy-6-(piperidin-4-ylamino)-[1,3,5]triazin-2-ylamino]-ethanol), Cl (HCl), C(C)(C)(C)OC(=O)N1CCC(CC1)NC1=NC(=NC(=N1)NCCO)OC (4-[4-(2-hydroxy-ethylamino)-6-methoxy-[1,3,5]triazin-2-ylamino]-piperidine-1-carboxylic acid tert-butyl ester), C(C)(C)(C)OC(=O)N1CCC(CC1)NC1=NC(=NC(=N1)Cl)OC (4-(4-chloro-6-methoxy-[1,3,5]triazin-2-ylamino)-piperidine-1-carboxylic acid tert-butyl ester), NCC(=O)OC(C)(C)C (tert-butyl glycinate), C(C)N(C(C)C)C(C)C (N-ethyl diisopropylamine). Run in O1CCOCC1 (dioxane), CO (methanol), C(C)#N (acetonitrile). Yields the product C(C)(C)(C)OC(CNC1=NC(=NC(=N1)OC)NC1CCNCC1)=O ([4-Methoxy-6-(piperidin-4-ylamino)-[1,3,5]triazin-2-ylamino]-acetic acid tert-butyl ester). As a reaction SMILES: C(OC([N:8]1[CH2:13][CH2:12][CH:11]([NH:14][C:15]2[N:20]=[C:19]([NH:21][CH2:22][CH2:23][OH:24])[N:18]=[C:17]([O:25][CH3:26])[N:16]=2)[CH2:10][CH2:9]1)=O)(C)(C)C.[C:27]([O:31]C(N1CCC(NC2N=C(Cl)N=C(OC)N=2)CC1)=O)([CH3:30])([CH3:29])[CH3:28].NCC(OC(C)(C)C)=O.C(N(C(C)C)C(C)C)C.Cl.COC1N=C(NC2CCNCC2)N=C(NCCO)N=1>C(#N)C.O1CCOCC1.CO>[C:27]([O:31][C:23](=[O:24])[CH2:22][NH:21][C:19]1[N:18]=[C:17]([O:25][CH3:26])[N:16]=[C:15]([NH:14][CH:11]2[CH2:10][CH2:9][NH:8][CH2:13][CH2:12]2)[N:20]=1)([CH3:30])([CH3:29])[CH3:28]. Procedure: The compound was prepared in analogy to the synthesis of 4-[4-(2-hydroxy-ethylamino)-6-methoxy-[1,3,5]triazin-2-ylamino]-piperidine-1-carboxylic acid tert-butyl ester (intermediate C26/step 2) from 4-(4-chloro-6-methoxy-[1,3,5]triazin-2-ylamino)-piperidine-1-carboxylic acid tert-butyl ester (intermediate C26/step 1) and tert-butyl glycinate and N-ethyl diisopropylamine in acetonitrile at 50° C., followed by BOC cleavage with 4 M HCl in dioxane and methanol at rt in analogy to the procedure descr... The reactants are Cc1ccncc1-c1csc(-c2cc([N+](=O)[O-])ccc2C)n1, CC(=O)O, CCOC(C)=O, [Fe]. RXN SMILES: [CH3:1][c:2]1[c:3](-[c:8]2[n:9][c:10](-[c:13]3[c:14]([CH3:22])[cH:15][cH:16][c:17]([N+:19]([O-:20])=[O:21])[cH:18]3)[s:11][cH:12]2)[cH:4][n:5][cH:6][cH:7]1.[CH3:23][C:24]([OH:25])=[O:26].[CH3:27][CH2:28][O:29][C:30](=[O:31])[CH3:32].[Fe:33]>>[CH3:1][c:2]1[c:3](-[c:8]2[n:9][c:10](-[c:13]3[c:14]([CH3:22])[cH:15][cH:16][c:17]([NH:19][C:24]([CH3:23])=[O:25])[cH:18]3)[s:11][cH:12]2)[cH:4][n:5][cH:6][cH:7]1. The product is CC(=O)Nc1ccc(C)c(-c2nc(-c3cnccc3C)cs2)c1. The reactants are CN(C1=CC=CC=C1)C (N,N-dimethylaniline), C(C)(=O)OCC1=NN2C(N=C(C=C2O)COC(C)=O)=N1 (2,5-bis(acetoxymethyl)-7-hydroxy-s-triazolo[1,5-a]pyrimidine), C(Cl)(Cl)Cl (chloroform). The solvent is P(=O)(Cl)(Cl)Cl (phosphorus oxychloride). Reaction conditions: temperature 50 celsius, time 1.5 hour. The product is C(C)(=O)OCC1(NN2C(N=C(C=C2O)COC(C)=O)=N1)C (2,5-bis(acetoxymethyl)-7-hydroxy-2-methyl-s-triazolo[1,5-a]pyrimidine). RXN SMILES: [CH3:1]N(C)C1C=CC=CC=1.[C:10]([O:13][CH2:14][C:15]1[N:29]=[C:18]2[N:19]=[C:20]([CH2:24][O:25][C:26](=[O:28])[CH3:27])[CH:21]=[C:22]([OH:23])[N:17]2[N:16]=1)(=[O:12])[CH3:11].C(Cl)(Cl)Cl>P(Cl)(Cl)(Cl)=O>[C:10]([O:13][CH2:14][C:15]1([CH3:1])[N:29]=[C:18]2[N:19]=[C:20]([CH2:24][O:25][C:26](=[O:28])[CH3:27])[CH:21]=[C:22]([OH:23])[N:17]2[NH:16]1)(=[O:12])[CH3:11]. Reported procedure: In 300 ml of phosphorus oxychloride was added dropwise 28 ml of N,N-dimethylaniline, and 30.5 g of 2,5-bis(acetoxymethyl)-7-hydroxy-s-triazolo[1,5-a]pyrimidine was added to the mixture and the mixture was stirred at 50 ° C. for 1.5 hours. An oily residue obtained by removing phosphorus oxychloride was dissolved in 500 ml of chloroform and ice-cooled. After addition of crushed ice and water to the mixture and stirring thereof, a chloroform layer was separated, washed with water and dried over anh... Reactants: Cl.ClC=1C=CC(=C(C1)C(=O)C1CCNCC1)F ((5-chloro-2-fluorophenyl)(piperidin-4-yl)methanone hydrochloride), OC(=O)C(F)(F)F.C(C1=CC=CC=C1)N1CC2=NC(=C(N=C2CC1)NC(C)C)Cl (6-benzyl-3-chloro-N-isopropyl-5,6,7,8-tetrahydropyrido[3,4-b]pyrazin-2-amine TFA salt), CC(C)([O-])C.[Na+] (sodium tert-butoxide). Reagents/catalysts: C=1C=CC(=CC1)/C=C/C(=O)/C=C/C2=CC=CC=C2.C=1C=CC(=CC1)/C=C/C(=O)/C=C/C2=CC=CC=C2.C=1C=CC(=CC1)/C=C/C(=O)/C=C/C2=CC=CC=C2.[Pd].[Pd] (Pd2(dba)3), C=1C=CC(=CC1)P(C=2C=CC=CC2)C3=CC=C4C=CC=CC4=C3C5=C6C=CC=CC6=CC=C5P(C=7C=CC=CC7)C=8C=CC=CC8 (BINAP). Solvent: C1(=CC=CC=C1)C (toluene). Reaction conditions: temperature 100 celsius. Yields the product C(C1=CC=CC=C1)N1CC2=NC(=C(N=C2CC1)NC(C)C)N1CCC(CC1)C(=O)C1=C(C=CC(=C1)Cl)F ((1-(6-benzyl-2-(isopropylamino)-5,6,7,8-tetrahydropyrido[3,4-b]pyrazin-3-yl)piperidin-4-yl)(5-chloro-2-fluorophenyl)methanone), C(=O)(C(F)(F)F)O (TFA). Isolated yield 205.2%. Reaction SMILES: Cl.[Cl:2][C:3]1[CH:4]=[CH:5][C:6]([F:17])=[C:7]([C:9]([CH:11]2[CH2:16][CH2:15][NH:14][CH2:13][CH2:12]2)=[O:10])[CH:8]=1.[OH:18][C:19]([C:21]([F:24])([F:23])[F:22])=[O:20].[CH2:25]([N:32]1[CH2:41][CH2:40][C:39]2[C:34](=[N:35][C:36](Cl)=[C:37]([NH:42][CH:43]([CH3:45])[CH3:44])[N:38]=2)[CH2:33]1)[C:26]1[CH:31]=[CH:30][CH:29]=[CH:28][CH:27]=1.CC(C)([O-])C.[Na+]>C1(C)C=CC=CC=1.C1C=CC(/C=C/C(/C=C/C2C=CC=CC=2)=O)=CC=1.C1C=CC(/C=C/C(/C=C/C2C=CC=CC=2)=O)=CC=1.C1C=CC(/C=C/C(/C=C/C2C=CC=CC=2)=O)=CC=1.[Pd].[Pd].C1C=CC(P(C2C(C3C(P(C4C=CC=CC=4)C4C=CC=CC=4)=CC=C4C=3C=CC=C4)=C3C(C=CC=C3)=CC=2)C2C=CC=CC=2)=CC=1>[CH2:25]([N:32]1[CH2:41][CH2:40][C:39]2[C:34](=[N:35][C:36]([N:14]3[CH2:13][CH2:12][CH:11]([C:9]([C:7]4[CH:8]=[C:3]([Cl:2])[CH:4]=[CH:5][C:6]=4[F:17])=[O:10])[CH2:16][CH2:15]3)=[C:37]([NH:42][CH:43]([CH3:45])[CH3:44])[N:38]=2)[CH2:33]1)[C:26]1[CH:27]=[CH:28][CH:29]=[CH:30][CH:31]=1.[C:19]([OH:20])([C:21]([F:24])([F:23])[F:22])=[O:18] |f:0.1,2.3,4.5,7.8.9.10.11|. Procedure details: A mixture of (5-chloro-2-fluorophenyl)(piperidin-4-yl)methanone hydrochloride (69.7 mg, 0.251 mmol), 6-benzyl-3-chloro-N-isopropyl-5,6,7,8-tetrahydropyrido[3,4-b]pyrazin-2-amine TFA salt (90 mg, 0.209 mmol), sodium tert-butoxide (60.2 mg, 0.627 mmol), BINAP (19.5 mg, 0.031 mmol) and Pd2(dba)3 (9.6 mg, 10.4 μmol) in toluene (1.04 mL) was heated at 100° C. for 16 h. The mixture was purified by HPLC Method A to afford (1-(6-benzyl-2-(isopropylamino)-5,6,7,8-tetrahydropyrido[3,4-b]pyrazin-3-yl)piper... Starting materials: Cl.Cl.NC1=NC=NC2=CC(=CC=C12)CN1C(CNCC1)=O (1-(4-amino-quinazolin-7-ylmethyl)-piperazin-2-one bishydrochloride), BrC/C=C/C=1SC(=CC1)Cl (2-(3-bromo-(E)-propenyl)-5-chloro-thiophene), C(=O)([O-])[O-].[K+].[K+] (K2CO3). Run in O.C(C)#N (water acetonitrile), FC(C(=O)O)(F)F (trifluoroacetic acid), CN(C)C=O (DMF). Conditions: time 16 hour. Yields the product NC1=NC=NC2=CC(=CC=C12)CN1C(CN(CC1)C\C=C\C=1SC(=CC1)Cl)=O (1-(4-Amino-quinazolin-7-ylmethyl)-4-[3-(5-chloro-thiophen-2-yl)-(E)-allyl]-piperazin-2-one). The yield is 38.7%. Reaction SMILES: Cl.Cl.[NH2:3][C:4]1[C:13]2[C:8](=[CH:9][C:10]([CH2:14][N:15]3[CH2:20][CH2:19][NH:18][CH2:17][C:16]3=[O:21])=[CH:11][CH:12]=2)[N:7]=[CH:6][N:5]=1.Br[CH2:23]/[CH:24]=[CH:25]/[C:26]1[S:27][C:28]([Cl:31])=[CH:29][CH:30]=1.C([O-])([O-])=O.[K+].[K+]>CN(C=O)C.O.C(#N)C.FC(F)(F)C(O)=O>[NH2:3][C:4]1[C:13]2[C:8](=[CH:9][C:10]([CH2:14][N:15]3[CH2:20][CH2:19][N:18]([CH2:23]/[CH:24]=[CH:25]/[C:26]4[S:27][C:28]([Cl:31])=[CH:29][CH:30]=4)[CH2:17][C:16]3=[O:21])=[CH:11][CH:12]=2)[N:7]=[CH:6][N:5]=1 |f:0.1.2,4.5.6,8.9|. Procedure details: To a solution of 1-(4-amino-quinazolin-7-ylmethyl)-piperazin-2-one bishydrochloride (100 mg, 0.31 mmol), EXAMPLE 72, in 3 mL of DMF is added 2-(3-bromo-(E)-propenyl)-5-chloro-thiophene (73 mg, 0.31 mmol), prepared as described in EXAMPLE 17., and K2CO3 (0.21 g, 1.54 mmol). The solution is stirred at room temperature for 16 hours. After this time, the solution is diluted with water/acetonitrile and neutralized with trifluoroacetic acid. The crude material is purified by RP-HPLC eluting in a gradi... Starting materials: C(CC)C(CCCCCC)=NNC(=O)OC(C)(C)C (tert-butyl N′-(1-propyl-heptylidene)-hydrazinecarboxylate), [OH-].[Na+] (NaOH), C(#N)[BH3-].[Na+] (sodium cyanoborohydride), Cl (HCl). The solvent is C1CCOC1 (THF), CO (methanol). Conditions: time 1 hour. Yields the product C(CC)C(CCCCCC)NN ((1-Propyl-heptyl)-hydrazine). Reaction SMILES: [CH2:1]([C:4](=[N:11][NH:12]C(OC(C)(C)C)=O)[CH2:5][CH2:6][CH2:7][CH2:8][CH2:9][CH3:10])[CH2:2][CH3:3].C([BH3-])#N.[Na+].Cl.[OH-].[Na+]>C1COCC1.CO>[CH2:1]([CH:4]([NH:11][NH2:12])[CH2:5][CH2:6][CH2:7][CH2:8][CH2:9][CH3:10])[CH2:2][CH3:3] |f:1.2,4.5|. Reported procedure: 39.41 g (145.7 mmol) of tert-butyl N′-(1-propyl-heptylidene)-hydrazinecarboxylate are dissolved in a mixture of 100 ml of THF and 150 ml of methanol and, after 10.65 g (169 mmol) of sodium cyanoborohydride have been added, the mixture is stirred for 1 hour at room temperature. 100 ml of 6N HCl are added dropwise in the course of 30 minutes and, after the addition has ended, the mixture is refluxed for 1 hour. The mixture is neutralized with 6N NaOH solution, then, after the non-aqueous solvents ... Reactants: C(C)(C)OS(=O)(=O)C1=CC2=CC(=CC=C2C(=C1N=NC1=CC=C(C=C1)OC)O)NC(C1=CC=CC=C1)=O (7-Benzoylamino-4-hydroxy-3-(4-methoxy-phenylazo)-napthalene-2-sulfonic Acid Isopropyl Ester), [I-].[Na+] (sodium iodide). The solvent is CC(CC)=O (2-butanone). Conditions: temperature 60 celsius, time 24 hour. Product: C(C1=CC=CC=C1)(=O)NC1=CC=C2C(=C(C(=CC2=C1)S(=O)(=O)O)N=NC1=CC=C(C=C1)OC)O (7-Benzoylamino-4-hydroxy-3-(4-methoxy-phenylazo)-napthalene-2-sulfonic Acid). Isolated yield 88.9%. Reaction SMILES: C([O:4][S:5]([C:8]1[C:17]([N:18]=[N:19][C:20]2[CH:25]=[CH:24][C:23]([O:26][CH3:27])=[CH:22][CH:21]=2)=[C:16]([OH:28])[C:15]2[C:10](=[CH:11][C:12]([NH:29][C:30](=[O:37])[C:31]3[CH:36]=[CH:35][CH:34]=[CH:33][CH:32]=3)=[CH:13][CH:14]=2)[CH:9]=1)(=[O:7])=[O:6])(C)C.[I-].[Na+]>CC(=O)CC>[C:30]([NH:29][C:12]1[CH:11]=[C:10]2[C:15]([C:16]([OH:28])=[C:17]([N:18]=[N:19][C:20]3[CH:21]=[CH:22][C:23]([O:26][CH3:27])=[CH:24][CH:25]=3)[C:8]([S:5]([OH:7])(=[O:6])=[O:4])=[CH:9]2)=[CH:14][CH:13]=1)(=[O:37])[C:31]1[CH:32]=[CH:33][CH:34]=[CH:35][CH:36]=1 |f:1.2|. Procedure details: 7-Benzoylamino-4-hydroxy-3-(4-methoxy-phenylazo-napthalene-2-sulfonic acid isopropyl ester (Example 15, 49 mg, 0.09 mmol) was suspended in 2-butanone (3 mL) and sodium iodide (57 mg, 0.38 mmol) was added. The reaction mixture was allowed to stir under nitrogen at 60° C. for 24 h. The solvent was removed under a stream of nitrogen, acetone was added and the suspension was filtered to provide the title compound (51 mg, 0.08 mmol, 91%) as a red solid: NMR (DMSO-d6): δ 16.30 (s, 1H), 10.68 (s, 1H), ... Starting materials: ClC=1C=C(CN2CCC(CC2)NC(CCC(=O)[O-])=O)C=CC1Cl.[Li+] (lithium 4-{[1-(3,4-dichlorobenzyl)-4-piperidinyl]amino}-4-oxobutanoate), Cl.CN(CCCN=C=NCC)C (1-(3-dimethylaminopropyl)-3-ethylcarbodiimide hydrochloride), O.ON1N=NC2=C1C=CC=C2 (1-hydroxybenzotriazole hydrate), ON=C(N)C1=NC=CN=C1 (N′-hydroxy-2-pyrazinecarboximidamide). Run in ClCCl (dichloromethane), C(C)N(CC)CC (triethylamine), CN(C=O)C (N,N-dimethylformamide), N1=CC=CC=C1 (Pyridine), ClCCl (dichloromethane). Product: ClC=1C=C(CN2CCC(CC2)NC(CCC2=NC(=NO2)C2=NC=CN=C2)=O)C=CC1Cl (N-[1-(3,4-Dichlorobenzyl)-4-piperidinyl]-3-[3-(2-pyrazinyl)-1,2,4-oxadiazol-5-yl]propanamide). Isolated yield 18.2%. As a reaction SMILES: [Cl:1][C:2]1[CH:3]=[C:4]([CH:20]=[CH:21][C:22]=1[Cl:23])[CH2:5][N:6]1[CH2:11][CH2:10][CH:9]([NH:12][C:13](=[O:19])[CH2:14][CH2:15][C:16]([O-:18])=O)[CH2:8][CH2:7]1.[Li+].Cl.CN(C)CCCN=C=NCC.O.ON1C2C=CC=CC=2N=N1.O[N:49]=[C:50]([C:52]1[CH:57]=[N:56][CH:55]=[CH:54][N:53]=1)[NH2:51]>ClCCl.N1C=CC=CC=1.C(N(CC)CC)C.CN(C)C=O>[Cl:1][C:2]1[CH:3]=[C:4]([CH:20]=[CH:21][C:22]=1[Cl:23])[CH2:5][N:6]1[CH2:7][CH2:8][CH:9]([NH:12][C:13](=[O:19])[CH2:14][CH2:15][C:16]2[O:18][N:51]=[C:50]([C:52]3[CH:57]=[N:56][CH:55]=[CH:54][N:53]=3)[N:49]=2)[CH2:10][CH2:11]1 |f:0.1,2.3,4.5|. Procedure: To lithium 4-{[1-(3,4-dichlorobenzyl)-4-piperidinyl]amino}-5-oxobutanoate (Example 351, step ii) (0.292 g) in dichloromethane (6 ml) was added N,N-dimethylformamide (1.5 ml), 1-(3-dimethylaminopropyl)-3-ethylcarbodiimide hydrochloride (0.183 g), 1-hydroxybenzotriazole hydrate (0.130 g), N′-hydroxy-2-pyrazinecarboximidamide (0.110 g) and triethylamine (0.161 g). The reaction mixture was left to stir for 24 hours before removal of dichloromethane under reduced pressure. Pyridine (5 ml) was added a... Starting materials: COc1cc2nc(N3CCNCC3)nc(N)c2cc1OC, C1COCCO1, O=C(Cl)c1cocn1. Yields the product Cl, COc1cc2nc(N3CCN(C(=O)c4cocn4)CC3)nc(N)c2cc1OC. RXN SMILES: [NH2:9][c:10]1[n:11][c:12]([N:24]2[CH2:25][CH2:26][NH:27][CH2:28][CH2:29]2)[n:13][c:14]2[cH:15][c:16]([O:22][CH3:23])[c:17]([O:20][CH3:21])[cH:18][c:19]12.[O:30]1[CH2:31][CH2:32][O:33][CH2:34][CH2:35]1.[o:1]1[cH:2][n:3][c:4]([C:6](=[O:7])[Cl:8])[cH:5]1>>[ClH:8].[o:1]1[cH:2][n:3][c:4]([C:6](=[O:7])[N:27]2[CH2:26][CH2:25][N:24]([c:12]3[n:11][c:10]([NH2:9])[c:19]4[c:14]([n:13]3)[cH:15][c:16]([O:22][CH3:23])[c:17]([O:20][CH3:21])[cH:18]4)[CH2:29][CH2:28]2)[cH:5]1.